From a dataset of the Open Reaction Database (ORD), a public repository of structured organic reaction records. describe an organic reaction: reactants, conditions, products, and yield Reactants: C(C1=CC=CC=C1)NCC(O)C1=CC(=NC2=C(C=CC=C12)C(F)(F)F)C(F)(F)F (α-benzylaminomethyl-2,8-bis(trifluoromethyl)-4-quinolinemethanol), C=O (formaldehyde). The solvent is CO (MeOH). Yields the product C(C1=CC=CC=C1)N1COC(C1)C1=CC(=NC2=C(C=CC=C12)C(F)(F)F)C(F)(F)F (4-(3-Benzyl-2,3,4,5-tetrahydro-5-oxazolyl)-2,8-bis(trifluoromethyl)quinoline). Isolated yield 28.0%. As a reaction SMILES: [CH2:1]([NH:8][CH2:9][CH:10]([C:12]1[C:21]2[C:16](=[C:17]([C:22]([F:25])([F:24])[F:23])[CH:18]=[CH:19][CH:20]=2)[N:15]=[C:14]([C:26]([F:29])([F:28])[F:27])[CH:13]=1)[OH:11])[C:2]1[CH:7]=[CH:6][CH:5]=[CH:4][CH:3]=1.[CH2:30]=O>CO>[CH2:1]([N:8]1[CH2:9][CH:10]([C:12]2[C:21]3[C:16](=[C:17]([C:22]([F:23])([F:24])[F:25])[CH:18]=[CH:19][CH:20]=3)[N:15]=[C:14]([C:26]([F:28])([F:29])[F:27])[CH:13]=2)[O:11][CH2:30]1)[C:2]1[CH:3]=[CH:4][CH:5]=[CH:6][CH:7]=1. Procedure details: To a solution of α-benzylaminomethyl-2,8-bis(trifluoromethyl)-4-quinolinemethanol (142 mg, 0.34 mmol) in MeOH (3 mL) was added formaldehyde (0.2 mL, 37% in water), the mixture was refluxed for 30 mins, cooled, concentrated in vacuo, and the residue was suspended in heptane and filtered to give the title compound (41 mg, 28%) as a white solid: mp 108.5-108.9° C.; IR νmax (Nujol)/cm−1 2924, 2854, 1602, 1586, 1458, 1378, 1306, 1271, 1184, 1153, 1139, 1127, 1105, 775 and 726; NMR δH (400 MHz, CDCl3)... The reactants are O=CC(=O)O, Cc1ccc(S(=O)(=O)NCCc2ccccc2OCCN2CCCCC2)cc1. Yields the product Cc1ccc(S(=O)(=O)N2CCc3c(OCCN4CCCCC4)cccc3C2C(=O)O)cc1. Reaction SMILES: [C:29]([CH:30]=[O:31])(=[O:32])[OH:33].[CH3:1][c:2]1[cH:3][cH:4][c:5]([S:8](=[O:9])(=[O:10])[NH:11][CH2:12][CH2:13][c:14]2[c:15]([O:20][CH2:21][CH2:22][N:23]3[CH2:24][CH2:25][CH2:26][CH2:27][CH2:28]3)[cH:16][cH:17][cH:18][cH:19]2)[cH:6][cH:7]1>>[CH3:1][c:2]1[cH:3][cH:4][c:5]([S:8](=[O:9])(=[O:10])[N:11]2[CH2:12][CH2:13][c:14]3[c:15]([O:20][CH2:21][CH2:22][N:23]4[CH2:24][CH2:25][CH2:26][CH2:27][CH2:28]4)[cH:16][cH:17][cH:18][c:19]3[CH:30]2[C:29](=[O:32])[OH:33])[cH:6][cH:7]1. The reactants are ClCC(=O)C1=CN(C(=C1)C(C1=CC=C(C=C1)SC)=O)C (2-chloro-1-[1-methyl-5-(4-(methylthio)benzoyl]-1H-pyrrol-3-yl]-ethanone), B1(OO1)[O-].O.O.O.O.[Na+] (sodium perborate tetrahydrate). Solvent: CC(=O)O (HOAc). Conditions: time 3 hour. Product: ClCC(=O)C1=CN(C(=C1)C(C1=CC=C(C=C1)S(=O)C)=O)C (2-chloro-1-[1-methyl-5-(4-(methylsulfinyl)benzoyl]-1H-pyrrol-3-yl]-ethanone). Isolated yield 87.1%. As a reaction SMILES: [Cl:1][CH2:2][C:3]([C:5]1[CH:9]=[C:8]([C:10](=[O:19])[C:11]2[CH:16]=[CH:15][C:14]([S:17][CH3:18])=[CH:13][CH:12]=2)[N:7]([CH3:20])[CH:6]=1)=[O:4].B1([O-])O[O:22]1.O.O.O.O.[Na+]>CC(O)=O>[Cl:1][CH2:2][C:3]([C:5]1[CH:9]=[C:8]([C:10](=[O:19])[C:11]2[CH:16]=[CH:15][C:14]([S:17]([CH3:18])=[O:22])=[CH:13][CH:12]=2)[N:7]([CH3:20])[CH:6]=1)=[O:4] |f:1.2.3.4.5.6|. Procedure: A mixture of 2.5 g (0.008 mole) of 2-chloro-1-[1-methyl-5-(4-(methylthio)benzoyl]-1H-pyrrol-3-yl]-ethanone, 1.2 g of sodium perborate tetrahydrate and 50 mL of HOAc was stirred for 3 h. The solvent was evaporated in vacuo and the residue partitioned between CH2Cl2 and NaHCO3. The organics were separated off and washed again with NaHCO3, water, brine and dried (Na2SO4). The solvent was evaporated in vacuo. The residue was passed through a Biotage flash 40 L column (silica gel 9:1 CH2Cl2: MeOH) to... Reactants: OCCN1C(C2=CC=CC(=C2C=C1)I)=O (2-(2-hydroxyethyl)-5-iodoisoquinolin-1(2H)-one), NCC1(CCCCCC1)O (1-(aminomethyl)cycloheptanol), O1CCOCC1 (1,4-dioxane). The solvent is CO (Methanol). Reaction conditions: temperature 80 celsius. Product: OC1(CCCCCC1)CNC(=O)C=1C=2C=CN(C(C2C=CC1)=O)CCO (1,2-Dihydro-N-((1-hydroxycycloheptyl)methyl)-2-(2-hydroxyethyl)-1-oxoisoquinoline-5-carboxamide). RXN SMILES: [OH:1][CH2:2][CH2:3][N:4]1[CH:13]=[CH:12][C:11]2[C:6](=[CH:7][CH:8]=[CH:9][C:10]=2I)[C:5]1=[O:15].[NH2:16][CH2:17][C:18]1([OH:25])[CH2:24][CH2:23][CH2:22][CH2:21][CH2:20][CH2:19]1.[O:26]1CCOC[CH2:27]1>CO>[OH:25][C:18]1([CH2:17][NH:16][C:27]([C:10]2[C:11]3[CH:12]=[CH:13][N:4]([CH2:3][CH2:2][OH:1])[C:5](=[O:15])[C:6]=3[CH:7]=[CH:8][CH:9]=2)=[O:26])[CH2:24][CH2:23][CH2:22][CH2:21][CH2:20][CH2:19]1. Procedure details: Into a 5 ml microwave reaction vial was combined 2-(2-hydroxyethyl)-5-iodoisoquinolin-1(2H)-one (200 mg, 0.000635 mol), 1-(aminomethyl)cycloheptanol (273 mg, 0.00190 mol) molybdenum hexacarbonyl (168 mg, 0.000635 mol) palladium acetate (10 mg, 0.00006 mol) 1,8-diazabicyclo[5.4.0]undec-7-ene (0.285 mL, 0.00190 mol) and 1,4-dioxane (3 mL, 0.03 mol). The mixture was subjected to microwave heating at 80° C. for 10 minutes. Methanol (1.5 ml) was added and the reaction mixture was filtered through a s... Reactants: C1(CC1)C=1C(=NC=C(C(=O)O)C1)OCC(F)(F)F (5-cyclopropyl-6-(2,2,2-trifluoro-ethoxy)-nicotinic acid), O=S1(CCN(CC1)N)=O (1,1-dioxo-1λ6-thiomorpholin-4-ylamine). The product is C1(CC1)C=1C(=NC=C(C(=O)NN2CCS(CC2)(=O)=O)C1)OCC(F)(F)F (5-cyclopropyl-N-(1,1-dioxo-1λ6-thiomorpholin-4-yl)-6-(2,2,2-trifluoro-ethoxy)-nicotinamide). As a reaction SMILES: [CH:1]1([C:4]2[C:5]([O:13][CH2:14][C:15]([F:18])([F:17])[F:16])=[N:6][CH:7]=[C:8]([CH:12]=2)[C:9]([OH:11])=O)[CH2:3][CH2:2]1.[O:19]=[S:20]1(=[O:27])[CH2:25][CH2:24][N:23]([NH2:26])[CH2:22][CH2:21]1>>[CH:1]1([C:4]2[C:5]([O:13][CH2:14][C:15]([F:18])([F:17])[F:16])=[N:6][CH:7]=[C:8]([CH:12]=2)[C:9]([NH:26][N:23]2[CH2:24][CH2:25][S:20](=[O:27])(=[O:19])[CH2:21][CH2:22]2)=[O:11])[CH2:2][CH2:3]1. Procedure details: The title compound was synthesized in analogy to the procedure described in Example 34 c), using 5-cyclopropyl-6-(2,2,2-trifluoro-ethoxy)-nicotinic acid (example 34b) and 1,1-dioxo-1λ6-thiomorpholin-4-ylamine as starting materials (CAN 26494-76-8); MS (ESI) 394.4 (M+H)+. Starting materials: NC1=CC(=CC(=N1)NC(=O)NC)C#N (1-(6-amino-4-cyano-pyridin-2-yl)-3-methyl-urea), Cl.NO (hydroxylamine hydrochloride), C([O-])([O-])=O.[Na+].[Na+] (sodium carbonate). Run in C(C)O (ethanol), O (water). Reaction conditions: temperature 85 celsius, time 2 hour. The product is NC=1C=C(C(=N)NO)C=C(N1)NC(=O)NC (2-Amino-N-hydroxy-6-(3-methyl-ureido)-isonicotinamidine). Yield: 65.7%. As a reaction SMILES: [NH2:1][C:2]1[N:7]=[C:6]([NH:8][C:9]([NH:11][CH3:12])=[O:10])[CH:5]=[C:4]([C:13]#[N:14])[CH:3]=1.Cl.[NH2:16][OH:17].C(=O)([O-])[O-].[Na+].[Na+]>C(O)C.O>[NH2:1][C:2]1[CH:3]=[C:4]([CH:5]=[C:6]([NH:8][C:9]([NH:11][CH3:12])=[O:10])[N:7]=1)[C:13]([NH:16][OH:17])=[NH:14] |f:1.2,3.4.5|. Reported procedure: To a solution of 0.200 g 1-(6-amino-4-cyano-pyridin-2-yl)-3-methyl-urea (example 23a) in 3.2 ml ethanol and 1.6 ml water was added 0.145 g hydroxylamine hydrochloride and 0.333 g sodium carbonate and the mixture was stirred at 85° C. for 2 h. The reaction mixture was purified by solid phase extraction with ethyl acetate to yield 0.154 g of the title compound as light yellow solid. MS (ISP) M+H+=225.1